This data is from the Open Reaction Database (ORD), a public repository of structured organic reaction records. The task is: describe an organic reaction: reactants, conditions, products, and yield The reactants are OC(CCCCCCCCCCCC)C=1C=C(OC1)[Si](CC)(CC)CC (4-(1-hydroxytridecyl)-2-triethylsilylfuran), C1=CC=C(C=C1)P(=O)(C2=CC=CC=C2)N=[N+]=[N-] (diphenylphosphonyl azide), diethyl azidocarboxylate. Yields the product N(=[N+]=[N-])C(CCCCCCCCCCCC)C=1C=C(OC1)[Si](CC)(CC)CC (4-(1-azidotridecyl)-2-triethylsilylfuran). Reaction SMILES: O[CH:2]([C:15]1[CH:16]=[C:17]([Si:20]([CH2:25][CH3:26])([CH2:23][CH3:24])[CH2:21][CH3:22])[O:18][CH:19]=1)[CH2:3][CH2:4][CH2:5][CH2:6][CH2:7][CH2:8][CH2:9][CH2:10][CH2:11][CH2:12][CH2:13][CH3:14].C1C=CC(P([N:41]=[N+:42]=[N-:43])(C2C=CC=CC=2)=O)=CC=1>>[N:41]([CH:2]([C:15]1[CH:16]=[C:17]([Si:20]([CH2:25][CH3:26])([CH2:23][CH3:24])[CH2:21][CH3:22])[O:18][CH:19]=1)[CH2:3][CH2:4][CH2:5][CH2:6][CH2:7][CH2:8][CH2:9][CH2:10][CH2:11][CH2:12][CH2:13][CH3:14])=[N+:42]=[N-:43]. Procedure details: Reacting 4-(1-hydroxytridecyl)-2-triethylsilylfuran with diphenylphosphonyl azide and diethyl azidocarboxylate gives 4-(1-azidotridecyl)-2-triethylsilylfuran. Reducing this azide with lithium aluminum hydride gives 4-(1-aminotridecyl)-2-triethylsilylfuran. Acetylation of this intermediate with acetic anhydride gives 4-(1-acetamido)tridecyl-2-triethylsilylfuran. Oxidizing this amide with oxygen using Rose Bengal as an initiator gives 4-(1-acetamido)-5-hydroxy-2(5H)-furanone. Reduction of this fur... The reactants are Cl, [I-], [K+], O=N[O-], Nc1ccccc1-c1ccccc1, [Na+], O. Product: Ic1ccccc1-c1ccccc1. Reaction SMILES: [ClH:20].[I-:19].[K+:18].[N:14]([O-:15])=[O:16].[NH2:1][c:2]1[c:3](-[c:8]2[cH:9][cH:10][cH:11][cH:12][cH:13]2)[cH:4][cH:5][cH:6][cH:7]1.[Na+:17].[OH2:21]>>[c:2]1([I:19])[c:3](-[c:8]2[cH:9][cH:10][cH:11][cH:12][cH:13]2)[cH:4][cH:5][cH:6][cH:7]1. Reactants: ClC1=C2C(=NC=C1C#N)C=C(S2)I (7-chloro-2-iodo-thieno[3,2-b]pyridine-6-carbonitrile), C(=O)C1=CC=C(C=C1)B(O)O (4-formylphenylboronic acid). Reagents/catalysts: C=1C=CC(=CC1)[P](C=2C=CC=CC2)(C=3C=CC=CC3)[Pd]([P](C=4C=CC=CC4)(C=5C=CC=CC5)C=6C=CC=CC6)([P](C=7C=CC=CC7)(C=8C=CC=CC8)C=9C=CC=CC9)[P](C=1C=CC=CC1)(C=1C=CC=CC1)C=1C=CC=CC1 (tetrakis(triphenylphosphine)palladium). Run in COCCOC (ethylene glycol dimethyl ether), C([O-])(O)=O.[Na+] (sodium bicarbonate). Product: ClC1=C2C(=NC=C1C#N)C=C(S2)C2=CC=C(C=C2)C=O (7-chloro-2-(4-formylphenyl)thieno[3,2-b]pyridine-6-carbonitrile). Yield: 87.8%. Reaction SMILES: [Cl:1][C:2]1[C:7]([C:8]#[N:9])=[CH:6][N:5]=[C:4]2[CH:10]=[C:11](I)[S:12][C:3]=12.[CH:14]([C:16]1[CH:21]=[CH:20][C:19](B(O)O)=[CH:18][CH:17]=1)=[O:15]>COCCOC.C(=O)(O)[O-].[Na+].C1C=CC([P]([Pd]([P](C2C=CC=CC=2)(C2C=CC=CC=2)C2C=CC=CC=2)([P](C2C=CC=CC=2)(C2C=CC=CC=2)C2C=CC=CC=2)[P](C2C=CC=CC=2)(C2C=CC=CC=2)C2C=CC=CC=2)(C2C=CC=CC=2)C2C=CC=CC=2)=CC=1>[Cl:1][C:2]1[C:7]([C:8]#[N:9])=[CH:6][N:5]=[C:4]2[CH:10]=[C:11]([C:19]3[CH:20]=[CH:21][C:16]([CH:14]=[O:15])=[CH:17][CH:18]=3)[S:12][C:3]=12 |f:3.4,^1:39,41,60,79|. Procedure: A mixture of 7-chloro-2-iodo-thieno[3,2-b]pyridine-6-carbonitrile (1.00 g, 3.12 mmol), 4-formylphenylboronic acid (936 mg, 6.24 mmol) and 108 mgs of tetrakis(triphenylphosphine)palladium (0) in 30 mL of ethylene glycol dimethyl ether and 25 mL of aqueous saturated sodium bicarbonate is heated at reflux for 4 hours. The mixture is cooled and the precipitate is collected by filtration washing with ethyl acetate and diethyl ether to provide 818 mg of 7-chloro-2-(4-formylphenyl)thieno[3,2-b]pyridine... The reactants are BrCc1ccc2ccccc2c1, O=C([O-])O, CCOCC, [Na+], NC(=S)Nc1ccc2c(c1)C(=O)Nc1ccccc1N2, CN(C)C=O, C1CCOC1. Product: N=C(Nc1ccc2c(c1)C(=O)Nc1ccccc1N2)SCc1ccc2ccccc2c1. As a reaction SMILES: [Br:21][CH2:22][c:23]1[cH:24][c:25]2[cH:26][cH:27][cH:28][cH:29][c:30]2[cH:31][cH:32]1.[C:38](=[O:39])([OH:40])[O-:41].[CH3:33][CH2:34][O:35][CH2:36][CH3:37].[Na+:42].[O:1]=[C:2]1[c:3]2[c:4]([cH:13][cH:14][c:15]([NH:17][C:18](=[S:19])[NH2:20])[cH:16]2)[NH:5][c:6]2[c:7]([cH:9][cH:10][cH:11][cH:12]2)[NH:8]1.[O:43]=[CH:44][N:45]([CH3:46])[CH3:47].[O:48]1[CH2:49][CH2:50][CH2:51][CH2:52]1>>[O:1]=[C:2]1[c:3]2[c:4]([cH:13][cH:14][c:15]([NH:17][C:18]([S:19][CH2:22][c:23]3[cH:24][c:25]4[cH:26][cH:27][cH:28][cH:29][c:30]4[cH:31][cH:32]3)=[NH:20])[cH:16]2)[NH:5][c:6]2[c:7]([cH:9][cH:10][cH:11][cH:12]2)[NH:8]1. Isolated yield 93.3%. Procedure details: tert-butyl 3-((tosyloxy)methyl)piperidine-1-carboxylate (8.85 g, 24 mmol) was dissolved in DMF (100 ml), and then NaN3 (6.24 g, 96 mmol) and NaI (0.36 g, 2.40 mmol) were added, followed by stirring at 70° C. for hours. After the completion of the reaction, the reaction mixture was extracted with H2O, EA, and brine, followed by drying (Na2SO4), filtration, and concentration under reduced pressure, and the residue was purified by column chromatography (EA:Hex=1:10), to give tert-butyl 3-(azidometh... Reaction SMILES: S(O[CH2:12][CH:13]1[CH2:18][CH2:17][CH2:16][N:15]([C:19]([O:21][C:22]([CH3:25])([CH3:24])[CH3:23])=[O:20])[CH2:14]1)(C1C=CC(C)=CC=1)(=O)=O.[N-:26]=[N+:27]=[N-:28].[Na+].[Na+].[I-]>CN(C=O)C>[N:26]([CH2:12][CH:13]1[CH2:18][CH2:17][CH2:16][N:15]([C:19]([O:21][C:22]([CH3:25])([CH3:24])[CH3:23])=[O:20])[CH2:14]1)=[N+:27]=[N-:28] |f:1.2,3.4|. Starting materials: [N-]=[N+]=[N-].[Na+] (NaN3), [Na+].[I-] (NaI), S(=O)(=O)(C1=CC=C(C)C=C1)OCC1CN(CCC1)C(=O)OC(C)(C)C (tert-butyl 3-((tosyloxy)methyl)piperidine-1-carboxylate). Conditions: temperature 70 celsius. The solvent is CN(C)C=O (DMF). Product: N(=[N+]=[N-])CC1CN(CCC1)C(=O)OC(C)(C)C (tert-butyl 3-(azidomethyl)piperidine-1-carboxylate).